From a dataset of the Open Reaction Database (ORD), a public repository of structured organic reaction records. describe an organic reaction: reactants, conditions, products, and yield Starting materials: solution, [Si](C)(C)(C(C)(C)C)OCC=O ((tert-butyldimethylsilyloxy) acetaldehyde), C(C)(C)(C)OC(=O)N1C[C@H]2CC3=CC=C(N=C3N2[C@@H](C1)C)Br ((4R,9aR)-6-bromo-4-methyl-3,4,9,9a-tetrahydro-1H-2,4a,5-triaza-fluorene-2-carboxylic acid tert-butyl ester), C(C)(C)(C)[Li] (tert-butyllithium). Solvent: C1(=CC=CC=C1)C (toluene), CCCCC (pentane). Conditions: time 30 minute. Product: C(C)(C)(C)OC(=O)N1C[C@H]2CC3=CC=C(N=C3N2[C@@H](C1)C)C(CO[Si](C)(C)C(C)(C)C)O ((4R,9aR)-6-[2-(tert-butyl-dimethyl-silanyloxy)-1-hydroxy-ethyl]-4-methyl-3,4,9,9a-tetrahydro-1H-2,4a,5-triaza-fluorene-2-carboxylic acid tert-butyl ester). Yield: 46.5%. RXN SMILES: [C:1]([O:5][C:6]([N:8]1[CH2:20][C@@H:19]([CH3:21])[N:18]2[C@H:10]([CH2:11][C:12]3[C:17]2=[N:16][C:15](Br)=[CH:14][CH:13]=3)[CH2:9]1)=[O:7])([CH3:4])([CH3:3])[CH3:2].C([Li])(C)(C)C.[Si:28]([O:35][CH2:36][CH:37]=[O:38])([C:31]([CH3:34])([CH3:33])[CH3:32])([CH3:30])[CH3:29]>C1(C)C=CC=CC=1.CCCCC>[C:1]([O:5][C:6]([N:8]1[CH2:20][C@@H:19]([CH3:21])[N:18]2[C@H:10]([CH2:11][C:12]3[C:17]2=[N:16][C:15]([CH:37]([OH:38])[CH2:36][O:35][Si:28]([C:31]([CH3:33])([CH3:32])[CH3:34])([CH3:29])[CH3:30])=[CH:14][CH:13]=3)[CH2:9]1)=[O:7])([CH3:4])([CH3:3])[CH3:2]. Procedure: To a solution of 4.00 g (4R,9aR)-6-bromo-4-methyl-3,4,9,9a-tetrahydro-1H-2,4a,5-triaza-fluorene-2-carboxylic acid tert-butyl ester in 100 ml toluene was added drop wise at −78° C. 10.86 ml of a 1.5M solution of tert-butyllithium in pentane. The mixture was stirred at this temperature for 30 min. To the resulting solution was added 5.017 g (tert-butyldimethylsilyloxy) acetaldehyde and the mixture was stirred at −78° C. for 30 min. The reaction was quenched by addition of 10% aqueous ammonium chlo... Yields the product CN1OC(C2=C1C(=CC(=C2)C(=O)O)C(=O)O)=O (1-methyl-5,7-dicarboxy-2,1-benzisoxazolin-one). RXN SMILES: [C:1]([C:4]1[CH:5]=[C:6]([C:14]([OH:16])=[O:15])[C:7]2[NH:11][O:10][C:9](=[O:12])[C:8]=2[CH:13]=1)([OH:3])=[O:2].[C:17](=O)([O-])[O-].[Na+].[Na+].COS(OC)(=O)=O.S(=O)(=O)(O)O>>[CH3:17][N:11]1[C:7]2[C:6]([C:14]([OH:16])=[O:15])=[CH:5][C:4]([C:1]([OH:3])=[O:2])=[CH:13][C:8]=2[C:9](=[O:12])[O:10]1 |f:1.2.3|. The reactants are S(O)(O)(=O)=O (sulfuric acid), C(=O)(O)C=1C=C(C2=C(C(ON2)=O)C1)C(=O)O (5,7-dicarboxy-2,1-benzisoxazolin-3-one), C([O-])([O-])=O.[Na+].[Na+] (sodium carbonate), COS(=O)(=O)OC (dimethylsulfate). Reported procedure: Crude 1C is dissolved in a slight excess of aqueous sodium carbonate solution and treated with a 10% excess of dimethylsulfate. The reaction is warmed on a steam bath under nitrogen with swirling until the solution becomes homogeneous. The warm reaction mixture is immediately made acidic with concentrated sulfuric acid and allowed to cool. The precipitate which forms on cooling is collected, dried and used directly in the next step. Mass spectrum, m/e 237 (m+). Reactants: N(=O)[O-].[Na+] (sodium nitrite), [I-].[Na+] (sodium iodide), CN1N=CC2=CC(=CC=C12)N (1-Methyl-1H-indazol-5-amine), S(O)(O)(=O)=O (sulfuric acid), resultant mixture, [OH-].[Na+] (sodium hydroxide). Solvent: O (water), O (water), O (water). Reaction conditions: temperature 0 celsius, time 10 minute. The product is IC=1C=C2C=NN(C2=CC1)C (5-iodo-1-methyl-1H-indazole). The yield is 54.1%. As a reaction SMILES: [CH3:1][N:2]1[C:10]2[C:5](=[CH:6][C:7](N)=[CH:8][CH:9]=2)[CH:4]=[N:3]1.S(=O)(=O)(O)O.N([O-])=O.[Na+].[I-:21].[Na+].[OH-].[Na+]>O>[I:21][C:7]1[CH:6]=[C:5]2[C:10](=[CH:9][CH:8]=1)[N:2]([CH3:1])[N:3]=[CH:4]2 |f:2.3,4.5,6.7|. Procedure details: To 1-Methyl-1H-indazol-5-amine (500 mg, 3.40 mmol) in a mixture of concentrated sulfuric acid (1.3 ml) and water (5.5 ml) cooled down to 0° C., was added dropwise a solution of sodium nitrite (258 mg, 3.74 mmol) in water (0.5 ml). The reaction mixture was stirred at 0° C. for 10 minutes then added dropwise to a solution of sodium iodide (1.5 g) in water (4.5 ml) cooled to 0° C. After complete addition, the reaction mixture was heated to 90° C. for an additional 20 minutes. The resultant mixture ... The reactants are COCCCOC=1C=C(C=CC1O[Si](C(C)C)(C(C)C)C(C)C)C(C)=O (1-{3-(3-methoxypropoxy)-4-[(triisopropylsilyl)oxy]phenyl}ethanone), [Cl-].[NH4+] (ammonium chloride), [H-].[Na+] (sodium hydride), C(C)OC(CP(=O)(OCC(F)(F)F)OCC(F)(F)F)=O (Ethyl[bis(2,2,2-trifluoroethoxy)phosphinyl]acetate). Solvent: C(OC)COC (dimethoxyethane), C(OC)COC (dimethoxyethane). Reaction conditions: time 15 minute. Product: COCCCOC=1C=C(C=CC1O[Si](C(C)C)(C(C)C)C(C)C)C(=CC(=O)OCC)C (Ethyl 3-{3-(3-methoxypropoxy)-4-[(triisopropylsilyl)oxy]phenyl}but-2-enoate). Isolated yield 96.2%. Reaction SMILES: [H-].[Na+].[CH2:3]([O:5][C:6](=[O:22])[CH2:7]P(OCC(F)(F)F)(OCC(F)(F)F)=O)[CH3:4].[CH3:23][O:24][CH2:25][CH2:26][CH2:27][O:28][C:29]1[CH:30]=[C:31]([C:46](=O)[CH3:47])[CH:32]=[CH:33][C:34]=1[O:35][Si:36]([CH:43]([CH3:45])[CH3:44])([CH:40]([CH3:42])[CH3:41])[CH:37]([CH3:39])[CH3:38].[Cl-].[NH4+]>C(COC)OC>[CH3:23][O:24][CH2:25][CH2:26][CH2:27][O:28][C:29]1[CH:30]=[C:31]([C:46]([CH3:47])=[CH:7][C:6]([O:5][CH2:3][CH3:4])=[O:22])[CH:32]=[CH:33][C:34]=1[O:35][Si:36]([CH:43]([CH3:45])[CH3:44])([CH:40]([CH3:42])[CH3:41])[CH:37]([CH3:38])[CH3:39] |f:0.1,4.5|. Procedure details: In a three-necked round bottom flask, sodium hydride 60% (1.04 g, 26.0 mmol) was suspended in dimethoxyethane (15 mL) at 0° C. Ethyl[bis(2,2,2-trifluoroethoxy)phosphinyl]acetate (8.63 g, 26.0 mmol) was added and the mixture was stirred at room temperature for 15 minutes. A solution of 1-{3-(3-methoxypropoxy)-4-[(triisopropylsilyl)oxy]phenyl}ethanone (6.60 g, 17.3 mmol) and dimethoxyethane (20 mL) was added and the mixture was brought to reflux and stirred for 1 hr. The reaction mixture was hydro... Reactants: OC1=CC=C(C=O)C=C1 (4-hydroxybenzaldehyde), BrCCCCCCCC (1-bromooctane), C([O-])([O-])=O.[Cs+].[Cs+] (cesium carbonate), CN(C)C=O (DMF). Run at temperature 80 celsius, time 3 hour. Yields the product C(CCCCCCC)OC1=CC=C(C=O)C=C1 (4-(octyloxy)benzaldehyde). The yield is 95.1%. Reaction SMILES: [OH:1][C:2]1[CH:9]=[CH:8][C:5]([CH:6]=[O:7])=[CH:4][CH:3]=1.Br[CH2:11][CH2:12][CH2:13][CH2:14][CH2:15][CH2:16][CH2:17][CH3:18].C(=O)([O-])[O-].[Cs+].[Cs+].CN(C=O)C>>[CH2:11]([O:1][C:2]1[CH:9]=[CH:8][C:5]([CH:6]=[O:7])=[CH:4][CH:3]=1)[CH2:12][CH2:13][CH2:14][CH2:15][CH2:16][CH2:17][CH3:18] |f:2.3.4|. Reported procedure: 4-hydroxybenzaldehyde (8.2 mmols), 1-bromooctane (12.3 mmols) and cesium carbonate (16.4 mmols) were dissolved in DMF (13.7 mmols). The mixture was then heated to 80° C. and stirred for 3 hours. After this time, the reaction mixture was filtered through a fine fritted funnel; the eluent was collected and diluted with 200 mLs of EtOAc. The organic layer was extracted with seven 10 mL portions of H2O and two 15 mL portions of brine. The organic layer was dried with MgSO4 and evaporated to dryness.... Starting materials: ClCCCC(C(=O)OC)(C(C)C)C1=CC(=C(C=C1)OC)OC (Methyl 5-chloro-2-(3,4-dimethoxyphenyl)-2-isopropylpentanoate), CNCCC=1C=C(C(=O)OC)C=CC1 (Methyl 3-(2-(methylamino)ethyl)benzoate). The product is COC=1C=C(C=CC1OC)C(CCCN(CCC=1C=C(C(=O)OC)C=CC1)C)(C(C)C)C(=O)OC (Methyl 3-(2-((4-(3,4-dimethoxyphenyl)-4-(methoxycarbonyl)-5-methylhexyl)(methyl)amino)ethyl)benzoate). Reaction SMILES: Cl[CH2:2][CH2:3][CH2:4][C:5]([C:13]1[CH:18]=[CH:17][C:16]([O:19][CH3:20])=[C:15]([O:21][CH3:22])[CH:14]=1)([CH:10]([CH3:12])[CH3:11])[C:6]([O:8][CH3:9])=[O:7].[CH3:23][NH:24][CH2:25][CH2:26][C:27]1[CH:28]=[C:29]([CH:34]=[CH:35][CH:36]=1)[C:30]([O:32][CH3:33])=[O:31]>>[CH3:22][O:21][C:15]1[CH:14]=[C:13]([C:5]([C:6]([O:8][CH3:9])=[O:7])([CH:10]([CH3:12])[CH3:11])[CH2:4][CH2:3][CH2:2][N:24]([CH3:23])[CH2:25][CH2:26][C:27]2[CH:28]=[C:29]([CH:34]=[CH:35][CH:36]=2)[C:30]([O:32][CH3:33])=[O:31])[CH:18]=[CH:17][C:16]=1[O:19][CH3:20]. Reported procedure: Reaction of 1e with 2d produced 3aj. MS found M+H=486. The oxalate salt of 3aj was recrystallized from ethyl acetate; mp 87-90° C. The reactants are C(C1=CC=CC=C1)O[C@@H]([C@@H](C(=O)O)NC(=O)OCC1C2=CC=CC=C2C=2C=CC=CC12)C ((2S,3R)-3-benzyloxy-2-(9H-fluoren-9-ylmethoxycarbonylamino)-butyric acid), C(C)(C)(C)OC(=O)NC(C(=O)O)C1=CC=C(C=C1)OCCOC (tert-butoxycarbonylamino-[4-(2-methoxy-ethoxy)-phenyl]-acetic acid), C(C)(C)(C)OC(=O)N[C@@H](C(=O)O)C1=CC=C(C=C1)OCCOC1OCCCC1 ((R)-tert-butoxycarbonylamino-{4-[2-(tetrahydro-pyran-2-yloxy)-ethoxy]-phenyl}-acetic acid), C(C)(C)(C)OC(=O)N[C@@H](C(=O)O)C1=CC=C(C=C1)OCC(OCC)OC ((R)-tert-butoxycarbonylamino-[4-(methoxy-ethoxy-ethoxy)-phenyl]-acetic acid). Yields the product C(C)(C)(C)OC(=O)N[C@@H](C(=O)O)C1=CC=C(C=C1)OCCOC ((R)-tert-butoxycarbonylamino-[4-(2-methoxy-ethoxy)-phenyl]-acetic acid). As a reaction SMILES: C(O[C@H](C)[C@H](NC(OCC1C2C=CC=CC=2C2C1=CC=CC=2)=O)C(O)=O)C1C=CC=CC=1.[C:33]([O:37][C:38]([NH:40][C@H:41]([C:45]1[CH:50]=[CH:49][C:48]([O:51][CH2:52][CH2:53][O:54][CH:55]2CCCCO2)=[CH:47][CH:46]=1)[C:42]([OH:44])=[O:43])=[O:39])([CH3:36])([CH3:35])[CH3:34].C(OC(N[C@H](C1C=CC(OCC(OC)OCC)=CC=1)C(O)=O)=O)(C)(C)C.C(OC(NC(C1C=CC(OCCOC)=CC=1)C(O)=O)=O)(C)(C)C>>[C:33]([O:37][C:38]([NH:40][C@H:41]([C:45]1[CH:46]=[CH:47][C:48]([O:51][CH2:52][CH2:53][O:54][CH3:55])=[CH:49][CH:50]=1)[C:42]([OH:44])=[O:43])=[O:39])([CH3:36])([CH3:35])[CH3:34]. Reported procedure: Prepared by the same method as described in example 3 except that (i) 2-chloro-4-iodo-aniline was used in place of 4-bromo-2-chloro-aniline in step 1, (ii) (S)-2-tert-butoxycarbonylamino-3-phenyl-propionic acid was used in place of (S,S)-2-tert-butoxycarbonylamino-3-phenyl-butyric acid in step 1, and (iii) R)-tert-butoxycarbonylamino-[4-(2-methoxy-ethoxy)-phenyl]-acetic acid was used in place of (R)-tert-butoxycarbonylamino-[4-(2-tert-butoxy-ethoxy)-phenyl]-acetic acid in step 2. (R)-tert-butoxy...